Dataset: the Open Reaction Database (ORD), a public repository of structured organic reaction records. Task: describe an organic reaction: reactants, conditions, products, and yield Starting materials: CC1(OB(OC1(C)C)C=1C=NNC1)C (4-(4,4,5,5-tetramethyl-1,3,2-dioxaborolan-2-yl)-1H-pyrazole), C1(CC1)CBr (cyclopropylmethyl bromide), C([O-])([O-])=O.[Cs+].[Cs+] (cesium carbonate). Solvent: C(C)(=O)OCC (ethyl acetate), C(C)#N (acetonitrile). Yields the product C1(CC1)CN1N=CC(=C1)B1OC(C(O1)(C)C)(C)C (1-(cyclopropylmethyl)-4-(4,4,5,5-tetramethyl-1,3,2-dioxaborolan-2-yl)-1H-pyrazole). As a reaction SMILES: [CH3:1][C:2]1([CH3:14])[C:6]([CH3:8])([CH3:7])[O:5][B:4]([C:9]2[CH:10]=[N:11][NH:12][CH:13]=2)[O:3]1.[CH:15]1([CH2:18]Br)[CH2:17][CH2:16]1.C(=O)([O-])[O-].[Cs+].[Cs+]>C(#N)C.C(OCC)(=O)C>[CH:15]1([CH2:18][N:12]2[CH:13]=[C:9]([B:4]3[O:5][C:6]([CH3:7])([CH3:8])[C:2]([CH3:14])([CH3:1])[O:3]3)[CH:10]=[N:11]2)[CH2:17][CH2:16]1 |f:2.3.4|. Procedure: A mixture of 4-(4,4,5,5-tetramethyl-1,3,2-dioxaborolan-2-yl)-1H-pyrazole (0.1 g, 0.5 mmol), cyclopropylmethyl bromide (60.0 uL, 0.62 mmol, Aldrich, Cat. No. 242403), and cesium carbonate (500.0 mg, 1.5 mmol) in acetonitrile (1 mL) was stirred at 90° C. overnight. After cooling it was diluted with ethyl acetate. Then the organic solution was washed with water, brine; dried over Na2SO4. After filtration the filtrate was concentrated to yield 120 mg of the product which was directly used in the nex... The reactants are C(Cl)Cl (CH2Cl2), BrC1=NC=C(C(=N1)NC1=NNC(=C1)[C@H]1[C@@H](C1)C)Cl (2-bromo-5-chloro-N-(5-(trans-2-methylcyclopropyl)-1H-pyrazol-3-yl)pyrimidin-4-amine), C(C)(C)(C)NS(=O)(=O)C1=CC=C(S1)B(O)O (5-(N-tert-butylsulfamoyl)thiophen-2-ylboronic acid). The reagents and catalysts are C1=CC=C(C=C1)P([C-]2C=CC=C2)C3=CC=CC=C3.C1=CC=C(C=C1)P([C-]2C=CC=C2)C3=CC=CC=C3.Cl[Pd]Cl.[Fe+2] (Pd(dppf)Cl2). The solvent is O1CCOCC1 (dioxane). Conditions: temperature 90 celsius. The product is C(C)(C)(C)NS(=O)(=O)C=1SC(=CC1)C1=NC=C(C(=N1)NC1=NNC(=C1)[C@H]1[C@@H](C1)C)Cl (N-tert-butyl-5-(5-chloro-4-(5-(trans-2-methylcyclopropyl)-1H-pyrazol-3-ylamino)pyrimidin-2-yl)thiophene-2-sulfonamide). Isolated yield 63.2%. RXN SMILES: C(Cl)Cl.Br[C:5]1[N:10]=[C:9]([NH:11][C:12]2[CH:16]=[C:15]([C@@H:17]3[CH2:19][C@H:18]3[CH3:20])[NH:14][N:13]=2)[C:8]([Cl:21])=[CH:7][N:6]=1.[C:22]([NH:26][S:27]([C:30]1[S:34][C:33](B(O)O)=[CH:32][CH:31]=1)(=[O:29])=[O:28])([CH3:25])([CH3:24])[CH3:23]>O1CCOCC1.C1C=CC(P(C2C=CC=CC=2)[C-]2C=CC=C2)=CC=1.C1C=CC(P(C2C=CC=CC=2)[C-]2C=CC=C2)=CC=1.Cl[Pd]Cl.[Fe+2]>[C:22]([NH:26][S:27]([C:30]1[S:34][C:33]([C:5]2[N:10]=[C:9]([NH:11][C:12]3[CH:16]=[C:15]([C@@H:17]4[CH2:19][C@H:18]4[CH3:20])[NH:14][N:13]=3)[C:8]([Cl:21])=[CH:7][N:6]=2)=[CH:32][CH:31]=1)(=[O:28])=[O:29])([CH3:25])([CH3:23])[CH3:24] |f:4.5.6.7|. Reported procedure: The mixture of Pd(dppf)Cl2.CH2Cl2 (74 mg, 0.09 mmol, 0.15 eq.), 2-bromo-5-chloro-N-(5-(trans-2-methylcyclopropyl)-1H-pyrazol-3-yl)pyrimidin-4-amine (200 mg, 0.61 mmol, 1.0 eq), 5-(N-tert-butylsulfamoyl)thiophen-2-ylboronic acid (192 mg, 0.73 mmol, 1.2 equiv.) and saturate Ka2CO3 (5 mL) in dioxane (10 mL) was heated to 90° C. for 1 h under nitrogen atmosphere. The reaction mixture was cooled to rt, and extracted with THF. The combined layers were purified by silica gel chromatography (EtOAc/Petro... Reactants: [BH4-], CC1=CCC(C(=O)N(c2csc(C#CC(C)(C)C)c2)C2CCC(=O)CC2)C(C)C1, CO, Cl, [Na+]. Product: CC1=CCC(C(=O)N(c2csc(C#CC(C)(C)C)c2)C2CCC(O)CC2)C(C)C1. As a reaction SMILES: [BH4-:30].[CH3:1][C:2]([C:3]#[C:4][c:5]1[cH:6][c:7]([N:10]([C:11](=[O:12])[CH:13]2[CH2:14][CH:15]=[C:16]([CH3:20])[CH2:17][CH:18]2[CH3:19])[CH:21]2[CH2:22][CH2:23][C:24](=[O:27])[CH2:25][CH2:26]2)[cH:8][s:9]1)([CH3:28])[CH3:29].[CH3:33][OH:34].[ClH:32].[Na+:31]>>[CH3:1][C:2]([C:3]#[C:4][c:5]1[cH:6][c:7]([N:10]([C:11](=[O:12])[CH:13]2[CH2:14][CH:15]=[C:16]([CH3:20])[CH2:17][CH:18]2[CH3:19])[CH:21]2[CH2:22][CH2:23][CH:24]([OH:27])[CH2:25][CH2:26]2)[cH:8][s:9]1)([CH3:28])[CH3:29].